The task is: describe an organic reaction: reactants, conditions, products, and yield. This data is from the Open Reaction Database (ORD), a public repository of structured organic reaction records. Reaction SMILES: [CH3:1][O:2][C:3]([CH:5]1[CH2:9][CH:8]([CH2:10][CH2:11][CH2:12][CH2:13][CH2:14][CH2:15][CH3:16])[O:7][C:6]1=[O:17])=[O:4].[C:18]1([CH2:24]CO)[CH:23]=[CH:22][CH:21]=[CH:20][CH:19]=1>CO>[CH2:1]([O:2][C:3]([CH:5]1[CH2:9][CH:8]([CH2:10][CH2:11][CH2:12][CH2:13][CH2:14][CH2:15][CH3:16])[O:7][C:6]1=[O:17])=[O:4])[CH2:24][C:18]1[CH:23]=[CH:22][CH:21]=[CH:20][CH:19]=1. Yields the product C(CC1=CC=CC=C1)OC(=O)C1C(OC(C1)CCCCCCC)=O (5-Heptyl-2-oxo-tetrahydro-furan-3-carboxylic acid phenethyl ester). Reported procedure: A mixture of 24.2 g 5-heptyl-2-oxo-tetrahydro-furan-3-carboxylic acid methyl ester, 24.4 g phenylethyl alcohol and 1.4 g tetraisopropyl-ortho-titanate was heated under nitrogen atmosphere to 130° C. for 5 minutes while methanol was distilled off. Then the reaction mixture was cooled to room temperature, poured into water and extracted with hexane. The organic layer was dried and evaporated to dryness. The residue was chromatographed to yield 23.9 g of a slightly yellow oil. Solvent: CO (methanol). Reactants: COC(=O)C1C(OC(C1)CCCCCCC)=O (5-heptyl-2-oxo-tetrahydro-furan-3-carboxylic acid methyl ester), C1(=CC=CC=C1)CCO (phenylethyl alcohol), tetraisopropyl-ortho-titanate.